The task is: describe an organic reaction: reactants, conditions, products, and yield. This data is from the Open Reaction Database (ORD), a public repository of structured organic reaction records. Reactants: FC1=CC=C(C=C1)N1N=CC2=CC(=C(C=C12)C)C(=O)OC (Methyl 1-(4-fluorophenyl)-6-methyl-1H-indazole-5-carboxylate), [Li+].[BH4-] (LiBH4). Solvent: C1CCOC1 (THF), C1CCOC1 (THF). Conditions: time 12 hour. Product: FC1=CC=C(C=C1)N1N=CC2=CC(=C(C=C12)C)CO ((1-(4-fluorophenyl)-6-methyl-1H-indazol-5-yl)methanol). Yield: 75.1%. As a reaction SMILES: [F:1][C:2]1[CH:7]=[CH:6][C:5]([N:8]2[C:16]3[C:11](=[CH:12][C:13]([C:18](OC)=[O:19])=[C:14]([CH3:17])[CH:15]=3)[CH:10]=[N:9]2)=[CH:4][CH:3]=1.[Li+].[BH4-]>C1COCC1>[F:1][C:2]1[CH:3]=[CH:4][C:5]([N:8]2[C:16]3[C:11](=[CH:12][C:13]([CH2:18][OH:19])=[C:14]([CH3:17])[CH:15]=3)[CH:10]=[N:9]2)=[CH:6][CH:7]=1 |f:1.2|. Reported procedure: Methyl 1-(4-fluorophenyl)-6-methyl-1H-indazole-5-carboxylate (151 g, 0.53 mmol) was dissolved in 5 mL THF and 2M LiBH4 in THF (1 mmol) was added. Heated at reflux. After 12 h, the reaction was quenched with MeOH, poured into brine and extracted with EtOAc×3. The organic layers were dried over MgSO4, filtered, and concentrated. The residue was purified on SiO2 by MPLC using a 1:3 to 1:1 EtOAc/hexane gradient. Obtained 102 mg (75% yield) of (1-(4-fluorophenyl)-6-methyl-1H-indazol-5-yl)methanol. MS...